From a dataset of the Open Reaction Database (ORD), a public repository of structured organic reaction records. describe an organic reaction: reactants, conditions, products, and yield The reactants are CNCCc1ccc(OC)c(OC)c1, CCO, CC(C)N(CCCC=O)S(=O)(=O)c1ccc(Cl)c(Cl)c1. The product is COc1ccc(CCN(C)CCCCN(C(C)C)S(=O)(=O)c2ccc(Cl)c(Cl)c2)cc1OC. RXN SMILES: [CH3:21][NH:22][CH2:23][CH2:24][c:25]1[cH:26][c:27]([O:28][CH3:29])[c:30]([O:31][CH3:32])[cH:33][cH:34]1.[CH3:35][CH2:36][OH:37].[CH:1]([CH3:2])([CH3:3])[N:4]([S:5](=[O:6])(=[O:7])[c:8]1[cH:9][c:10]([Cl:15])[c:11]([Cl:14])[cH:12][cH:13]1)[CH2:16][CH2:17][CH2:18][CH:19]=[O:20]>>[CH:1]([CH3:2])([CH3:3])[N:4]([S:5](=[O:6])(=[O:7])[c:8]1[cH:9][c:10]([Cl:15])[c:11]([Cl:14])[cH:12][cH:13]1)[CH2:16][CH2:17][CH2:18][CH2:19][N:22]([CH3:21])[CH2:23][CH2:24][c:25]1[cH:26][c:27]([O:28][CH3:29])[c:30]([O:31][CH3:32])[cH:33][cH:34]1. Starting materials: ClC=1C=C(C=C(C1)Cl)N=C=S (3,5-Dichlorophenylisothiocyanate), Cl (HCl), NCC(=O)OCC (ethyl glycinate), TEA. The solvent is C(Cl)Cl (DCM). Run at time 60 hour. Product: ClC=1C=C(C=C(C1)Cl)N1C(NCC1=O)=S (3-(3,5-dichlorophenyl)-2-thioxoimidazolidin-4-one). Yield: 82.8%. RXN SMILES: [Cl:1][C:2]1[CH:3]=[C:4]([N:9]=[C:10]=[S:11])[CH:5]=[C:6]([Cl:8])[CH:7]=1.Cl.[NH2:13][CH2:14][C:15](OCC)=[O:16]>C(Cl)Cl>[Cl:1][C:2]1[CH:3]=[C:4]([N:9]2[C:15](=[O:16])[CH2:14][NH:13][C:10]2=[S:11])[CH:5]=[C:6]([Cl:8])[CH:7]=1. Procedure details: 3,5-Dichlorophenylisothiocyanate (5 g, 24.5 mmol) was added by portion to a suspension of the HCl salt of ethyl glycinate (3.4 g, 24.5 mmol) in a mixture of TEA (7.5 ml, 53.9 mmol) and dry DCM (40 ml) while cooling the flask in a water bath. After 60 h at RT, the solution was concentrated to dryness and partitioned between EtOAc and aqueous HCl. The organic layer was washed with water and concentrated. The obtained amorphous solid was washed with Et2O to yield 3-(3,5-dichlorophenyl)-2-thioxoimid... Reactants: C(C)(=O)C=1C=C(C=C2C(CC(OC12)(C)C)(C)C)Br (8-acetyl-6-bromo-2,2,4,4-tetramethyl chroman), C(C)(=O)C=1C=C(C=C2C(CC(OC12)(C)C)(C)C)Br (8-acetyl-6-bromo-2,2,4,4-tetramethyl chroman), aqueous solution, ClC=1C=C(C(=O)OO)C=CC1 (3-chloroperoxybenzoic acid), C(C)(=O)OCC (ethyl acetate). Run in ClCCl (dichloromethane), CCCCCC (hexane). Run at time 24 hour. The product is C(C)(=O)OC=1C=C(C=C2C(CC(OC12)(C)C)(C)C)Br (8-Acetoxy-6-bromo-2,2,4,4-tetramethyl chroman). Isolated yield 95.0%. As a reaction SMILES: C([C:4]1[CH:5]=[C:6]([Br:18])[CH:7]=[C:8]2[C:13]=1[O:12][C:11]([CH3:15])([CH3:14])[CH2:10][C:9]2([CH3:17])[CH3:16])(=O)C.ClC1C=[C:22](C=CC=1)[C:23]([O:25]O)=[O:24].C(OCC)(=O)C>ClCCl.CCCCCC>[C:23]([O:25][C:4]1[CH:5]=[C:6]([Br:18])[CH:7]=[C:8]2[C:13]=1[O:12][C:11]([CH3:14])([CH3:15])[CH2:10][C:9]2([CH3:16])[CH3:17])(=[O:24])[CH3:22]. Reported procedure: A solution of 8-acetyl-6-bromo-2,2,4,4-tetramethyl chroman (Intermediate 15A, 10.3 g, 4.18 mmol) in anhydrous dichloromethane (30 mL) was treated with a 77% aqueous solution of 3-chloroperoxybenzoic acid (5.75 g, 33.44 mmol) and the resulting reaction mixture was stirred at ambient temperature for 24 h. The reaction mixture was then cooled in an ice bath and cautiously quenched with saturated sodium thiosulfate solution. The phases were separated and the organic phase was washed with saturated, ... Reactants: C1(=CC=CC=C1)[Mg]Br (phenylmagnesium bromide), [OH-].[Na+] (sodium hydroxide), C(#N)N1CCN(CC1)C1=NC2=CC(=C(C=C2C(=N1)N)OC)OC (2-(4-cyanopiperazin-1-yl)-4-amino 6,7-dimethoxyquinazoline), Cl (hydrochloric acid). Solvent: O1CCCC1 (tetrahydrofuran). Conditions: temperature 65 celsius, time 8 hour. Product: C(C1=CC=CC=C1)(=O)N1CCN(CC1)C1=NC2=CC(=C(C=C2C(=N1)N)OC)OC (2-(4-Benzoylpiperazin-1-yl)-4-amino-6,7-dimethoxyquinazoline). RXN SMILES: [C:1]1([Mg]Br)[CH:6]=[CH:5][CH:4]=[CH:3][CH:2]=1.[C:9]([N:11]1[CH2:16][CH2:15][N:14]([C:17]2[N:26]=[C:25]([NH2:27])[C:24]3[C:19](=[CH:20][C:21]([O:30][CH3:31])=[C:22]([O:28][CH3:29])[CH:23]=3)[N:18]=2)[CH2:13][CH2:12]1)#N.Cl.[OH-:33].[Na+]>O1CCCC1>[C:9]([N:11]1[CH2:16][CH2:15][N:14]([C:17]2[N:26]=[C:25]([NH2:27])[C:24]3[C:19](=[CH:20][C:21]([O:30][CH3:31])=[C:22]([O:28][CH3:29])[CH:23]=3)[N:18]=2)[CH2:13][CH2:12]1)(=[O:33])[C:1]1[CH:6]=[CH:5][CH:4]=[CH:3][CH:2]=1 |f:3.4|. Procedure details: Under anhydrous conditions, a solution of 5.43 g. (0.03 mole) of phenylmagnesium bromide in 100 ml. of tetrahydrofuran is swept with dry nitrogen and a solution of 3.15 g. (0.01 mole) of 2-(4-cyanopiperazin-1-yl)-4-amino 6,7-dimethoxyquinazoline in 75 ml. of the same solvent is added dropwise over 30 minutes at room temperature. When the addition is complete, the reaction mixture is heated at 65° C. for 6 hours, then allowed to stand at room temperature overnight. To the reaction mixture is then...